The task is: describe an organic reaction: reactants, conditions, products, and yield. This data is from the Open Reaction Database (ORD), a public repository of structured organic reaction records. The reactants are [N+](=[N-])=CC(=O)OCC (ethyl diazoacetate), COCC(C)O (1-methoxy-2-propanol). Reagents/catalysts: CC(=O)O.CC(=O)O.CC(=O)O.CC(=O)O.[Rh].[Rh] (rhodium (II) acetate dimer). The solvent is CCCCCCC (heptane), ClCCl (dichloromethane). Reaction conditions: time 30 minute. Yields the product C(C)OC(COC(COC)C)=O ((2-Methoxy-1-methylethoxy)acetic acid ethyl ester). Yield: 64.9%. As a reaction SMILES: [CH3:1][O:2][CH2:3][CH:4]([OH:6])[CH3:5].[N+](=[CH:9][C:10]([O:12][CH2:13][CH3:14])=[O:11])=[N-]>ClCCl.CCCCCCC.CC(O)=O.CC(O)=O.CC(O)=O.CC(O)=O.[Rh].[Rh]>[CH2:13]([O:12][C:10](=[O:11])[CH2:9][O:6][CH:4]([CH3:5])[CH2:3][O:2][CH3:1])[CH3:14] |f:4.5.6.7.8.9|. Reported procedure: To a solution of 1-methoxy-2-propanol (900 mg, 10.0 mmol) in dichloromethane (20 mL) is added rhodium (II) acetate dimer (10 mg) followed by ethyl diazoacetate (0.95 mL, 9.0 mmol). The reaction mixture is stirred at rt for 30 min. The reaction mixture is diluted with heptane, filtered through Celite, and the filtrate is evaporated and the residue is vacuum distilled at 133° C. to give 1.03 g of the product 473. 1H NMR (CDCl3) δ 4.20 (q, 2H), 3.72 (m, 1H), 3.45 (dd, 1H), 3.37 (dd, 1H), 3.35 (s, 3... Reactants: ClC1=C(C(=C(C=C1)O)C)O (4-chloro-2-methyl-benzene-1,3-diol), COC1=CC=C(C=C1)CC(=O)O (p-methoxy phenyl acetic acid), B(F)(F)F.CCOCC (boron trifluoride diethyl etherate). Reaction conditions: time 8 hour. Yields the product ClC=1C(=C(C(=C(C1)C(CC1=CC=C(C=C1)OC)=O)O)C)O (1-(5-chloro-2,4-dihydroxy-3-methyl-phenyl)-2-(4-methoxy-phenyl)-ethanone). RXN SMILES: [Cl:1][C:2]1[CH:7]=[CH:6][C:5]([OH:8])=[C:4]([CH3:9])[C:3]=1[OH:10].[CH3:11][O:12][C:13]1[CH:18]=[CH:17][C:16]([CH2:19][C:20](O)=[O:21])=[CH:15][CH:14]=1.B(F)(F)F.CCOCC>>[Cl:1][C:2]1[C:3]([OH:10])=[C:4]([CH3:9])[C:5]([OH:8])=[C:6]([C:20](=[O:21])[CH2:19][C:16]2[CH:17]=[CH:18][C:13]([O:12][CH3:11])=[CH:14][CH:15]=2)[CH:7]=1 |f:2.3|. Procedure details: A solution of 4-chloro-2-methyl-benzene-1,3-diol (1 eq) and p-methoxy phenyl acetic acid (1 eq) in boron trifluoride diethyl etherate (8 eq) was refluxed for 5 h, whilst stirring, under nitrogen. The solution was allowed to cool to room temperature, quenched with 10% NaOAc (aq) and left to stand overnight. The resultant precipitate was filtered, washed with water and dried to give 1-(5-chloro-2,4-dihydroxy-3-methyl-phenyl)-2-(4-methoxy-phenyl)-ethanone as a solid. Starting materials: NC1=NC(=CC(=N1)N1C[C@H](OC[C@H]1C)CNC(C1=CC=CC=C1)=O)C1=CC(=C(C=C1)C#N)F (N-({(2R,5R)-4-[2-amino-6-(4-cyano-3-fluorophenyl)-4-pyrimidinyl]-5-methyl-2-morpholinyl}methyl)benzamide), O.NN (hydrazine monohydrate), C(=O)(O)[O-].[Na+] (NaHCO3). Solvent: C(C)O (ethanol). Run at temperature 100 celsius, time 15 hour. Product: NC1=NC(=CC(=N1)N1C[C@H](OC[C@H]1C)CNC(C1=CC=CC=C1)=O)C1=CC=C2C(=NNC2=C1)N (N-({(2R,5R)-4-[2-Amino-6-(3-amino-1H-indazol-6-yl)-4-pyrimidinyl]-5-methyl-2-morpholinyl}methyl)benzamide). Yield: 44.6%. Reaction SMILES: [NH2:1][C:2]1[N:7]=[C:6]([N:8]2[C@H:13]([CH3:14])[CH2:12][O:11][C@H:10]([CH2:15][NH:16][C:17](=[O:24])[C:18]3[CH:23]=[CH:22][CH:21]=[CH:20][CH:19]=3)[CH2:9]2)[CH:5]=[C:4]([C:25]2[CH:30]=[CH:29][C:28]([C:31]#[N:32])=[C:27](F)[CH:26]=2)[N:3]=1.O.[NH2:35][NH2:36].C([O-])(O)=O.[Na+]>C(O)C>[NH2:1][C:2]1[N:7]=[C:6]([N:8]2[C@H:13]([CH3:14])[CH2:12][O:11][C@H:10]([CH2:15][NH:16][C:17](=[O:24])[C:18]3[CH:23]=[CH:22][CH:21]=[CH:20][CH:19]=3)[CH2:9]2)[CH:5]=[C:4]([C:25]2[CH:26]=[C:27]3[C:28]([C:31]([NH2:32])=[N:35][NH:36]3)=[CH:29][CH:30]=2)[N:3]=1 |f:1.2,3.4|. Procedure details: A mixture of crude N-({(2R,5R)-4-[2-amino-6-(4-cyano-3-fluorophenyl)-4-pyrimidinyl]-5-methyl-2-morpholinyl}methyl)benzamide (0.23 mmol theoretical) and hydrazine monohydrate (0.25 mL, 5.14 mmol) in ethanol (3 mL) was stirred at 100° C. in a sealed tube for 15 hours. The mixture was cooled, poured into saturated aqueous NaHCO3 (15 mL), and extracted with EtOAc (2×10 mL). The extracts were washed with brine (10 mL), dried (Na2SO4), filtered, and concentrated in vacuo. The residue was purified on a... Starting materials: ClC1=NN=C(C2=CC=C(C=C12)OC)C1=CC=C(C=C1)Cl (1-chloro-4-(4-chlorophenyl)-7-methoxyphthalazine), NC1CCN(CC1)CC1=CC2=CC=CC=C2C=C1 (4-amino-1-(naphthalen-2-ylmethyl)piperidine). The product is ClC1=CC=C(C=C1)C1=NN=C(C2=CC(=CC=C12)OC)NC1CCN(CC1)CC1=CC2=CC=CC=C2C=C1 (4-(4-Chlorophenyl)-7-methoxy-N-[1-(naphthalen-2-ylmethyl)piperidin-4-yl]phthalazin-1-amine). RXN SMILES: Cl[C:2]1[C:11]2[C:6](=[CH:7][CH:8]=[C:9]([O:12][CH3:13])[CH:10]=2)[C:5]([C:14]2[CH:19]=[CH:18][C:17]([Cl:20])=[CH:16][CH:15]=2)=[N:4][N:3]=1.[NH2:21][CH:22]1[CH2:27][CH2:26][N:25]([CH2:28][C:29]2[CH:38]=[CH:37][C:36]3[C:31](=[CH:32][CH:33]=[CH:34][CH:35]=3)[CH:30]=2)[CH2:24][CH2:23]1>>[Cl:20][C:17]1[CH:18]=[CH:19][C:14]([C:5]2[C:6]3[C:11](=[CH:10][C:9]([O:12][CH3:13])=[CH:8][CH:7]=3)[C:2]([NH:21][CH:22]3[CH2:23][CH2:24][N:25]([CH2:28][C:29]4[CH:38]=[CH:37][C:36]5[C:31](=[CH:32][CH:33]=[CH:34][CH:35]=5)[CH:30]=4)[CH2:26][CH2:27]3)=[N:3][N:4]=2)=[CH:15][CH:16]=1. Reported procedure: This compound is obtained according to the procedure described in 1.4. by reacting 1-chloro-4-(4-chlorophenyl)-7-methoxyphthalazine with 4-amino-1-(naphthalen-2-ylmethyl)piperidine.